Dataset: the Open Reaction Database (ORD), a public repository of structured organic reaction records. Task: describe an organic reaction: reactants, conditions, products, and yield The reactants are ClC=1C2=C(SC1)C(=CC=C2)CN(C)C\C=C\Cl ((E)-3-chloro-N-(3-chloro-2-propenyl)-N-methylbenzo[b]thiophene-7-methanamine), C1(=CC=CC=C1)P(C1=CC=CC=C1)C1=CC=CC=C1 (triphenylphosphine), [I-] (iodide), C(CCC)N (n-butylamine), C(C)(C)(C)C#C (tert-butylacetylene). Reagents/catalysts: [Pd](Cl)Cl (palladium chloride), [Cu] (copper). Solvent: O1CCCC1 (tetrahydrofuran), C(C)(=O)OCC (ethyl acetate). Reaction conditions: time 24 hour. Yields the product Cl.ClC=1C2=C(SC1)C(=CC=C2)CN(C)C\C=C\C#CC(C)(C)C ((E)-3-Chloro-N-(6,6-dimethyl-2-hepten-4-ynyl)-N-methylbenzo[b]thiophene-7-methanamine hydrochloride). Yield: 70.0%. Reaction SMILES: [Cl:1][C:2]1[C:3]2[CH:10]=[CH:9][CH:8]=[C:7]([CH2:11][N:12]([CH2:14]/[CH:15]=[CH:16]/Cl)[CH3:13])[C:4]=2[S:5][CH:6]=1.C1(P(C2C=CC=CC=2)C2C=CC=CC=2)C=CC=CC=1.[I-].C(N)CCC.[C:43]([C:47]#[CH:48])([CH3:46])([CH3:45])[CH3:44]>O1CCCC1.[Pd](Cl)Cl.[Cu].C(OCC)(=O)C>[ClH:1].[Cl:1][C:2]1[C:3]2[CH:10]=[CH:9][CH:8]=[C:7]([CH2:11][N:12]([CH2:14]/[CH:15]=[CH:16]/[C:48]#[C:47][C:43]([CH3:46])([CH3:45])[CH3:44])[CH3:13])[C:4]=2[S:5][CH:6]=1 |f:9.10|. Procedure details: To a solution of 0.86 g (3.0 mmol) of (E)-3-chloro-N-(3-chloro-2-propenyl)-N-methylbenzo[b]thiophene-7-methanamine in 5 ml of tetrahydrofuran were added 42.6 mg (0.16 mmol) of triphenylphosphine, 20.1 mg (0.11 mmol) of palladium chloride, 34.0 mg (0.18 mmol) of copper, (I) iodide, 0.6 ml (6.1 mmol) of n-butylamine and 0.5 ml (4.1 mmol) of tert-butylacetylene. The mixture was stirred for 24 hours at room temperature, poured into 40 ml of ethyl acetate. The organic layer was separated, washed with...